The task is: describe an organic reaction: reactants, conditions, products, and yield. This data is from the Open Reaction Database (ORD), a public repository of structured organic reaction records. Reactants: C(#N)C1=CC=C(C2=CC=CC=C12)F (1-cyano-4-fluoronaphthalene), N1CCC=CC1 (1,2,3,6-tetrahydropyridine). Yields the product N1(CCC=CC1)C1=CC=C(C2=CC=CC=C12)C#N (4-(3,6-Dihydro-2H-pyridin-1-yl)naphthalene-1-carbonitrile). Yield: 25.5%. Reaction SMILES: [C:1]([C:3]1[C:12]2[C:7](=[CH:8][CH:9]=[CH:10][CH:11]=2)[C:6](F)=[CH:5][CH:4]=1)#[N:2].[NH:14]1[CH2:19][CH:18]=[CH:17][CH2:16][CH2:15]1>>[N:14]1([C:6]2[C:7]3[C:12](=[CH:11][CH:10]=[CH:9][CH:8]=3)[C:3]([C:1]#[N:2])=[CH:4][CH:5]=2)[CH2:15][CH:16]=[CH:17][CH2:18][CH2:19]1. Procedure details: The title compound (7 mg, 26% yield) was prepared as described for 196MBT2-4 from 1-cyano-4-fluoronaphthalene (20 mg, 0.117 mmol) and 1,2,3,6-tetrahydropyridine (39 mg, 0.468 mmol). Reactants: COC1=CC=C(C(C2=CC=C(C=C2)OC)(C2=CC=CC=C2)OC[C@@H]2[C@H](C[C@H](CO2)N=[N+]=[N-])O)C=C1 (6-O-(4,4′-Dimethoxytrityl)-1,5-anhydro-2-azido-2,3-dideoxy-D-glucitol), C1(=CC=CC=C1)P(C1=CC=CC=C1)C1=CC=CC=C1 (triphenylphosphane). Run in N1=CC=CC=C1 (pyridine), N (ammonia). Conditions: time 18 hour. Product: COC1=CC=C(C(C2=CC=C(C=C2)OC)(C2=CC=CC=C2)OC[C@@H]2[C@H](C[C@H](CO2)N)O)C=C1 (6-O-(4,4′-Dimethoxytrityl)-1,5-anhydro-2-amino-2,3-dideoxy-D-glucitol). Yield: 90.9%. As a reaction SMILES: [CH3:1][O:2][C:3]1[CH:35]=[CH:34][C:6]([C:7]([O:22][CH2:23][C@H:24]2[O:29][CH2:28][C@H:27]([N:30]=[N+]=[N-])[CH2:26][C@@H:25]2[OH:33])([C:16]2[CH:21]=[CH:20][CH:19]=[CH:18][CH:17]=2)[C:8]2[CH:13]=[CH:12][C:11]([O:14][CH3:15])=[CH:10][CH:9]=2)=[CH:5][CH:4]=1.C1(P(C2C=CC=CC=2)C2C=CC=CC=2)C=CC=CC=1>N1C=CC=CC=1.N>[CH3:15][O:14][C:11]1[CH:10]=[CH:9][C:8]([C:7]([O:22][CH2:23][C@H:24]2[O:29][CH2:28][C@H:27]([NH2:30])[CH2:26][C@@H:25]2[OH:33])([C:16]2[CH:21]=[CH:20][CH:19]=[CH:18][CH:17]=2)[C:6]2[CH:5]=[CH:4][C:3]([O:2][CH3:1])=[CH:35][CH:34]=2)=[CH:13][CH:12]=1. Procedure details: 1.1 g (2.3 mmole) of 6-O-DMT-1,5-anhydro-2-azido-2,3-dideoxy-D-glucitol (12) were dissolved in 11 ml of pyridine and 9 ml of 32% aqueous ammonia, then 1.0 g (3.9 mmole) of triphenylphosphane are added. The reaction mixture was stirred for 18 h at r.t. Thereafter the reaction mixture was evaporated. The residue was dissolved in 180 ml of ethyl acetate und washed twice with 100 ml of 5% sodium hydrogencarbonate solution. Organic layer was separated, dried over sodium sulfate, filtered and evaporat... Reactants: BrC1=CC(=CC=C1)Br (1,3-dibromobenzene), FC1=CC=C(OC=2C(NN=CC2C2=CC=C(C=C2)S(=O)(=O)C)=O)C=C1 (4-(4-Fluorophenoxy)-5-[4-(methylsulfonyl)phenyl]-3(2H)-pyridazinone), N (NH3). The product is BrC=1C=C(C=CC1)N1N=CC(=C(C1=O)OC1=CC=C(C=C1)F)C1=CC=C(C=C1)S(=O)(=O)C (2-(3-Bromophenyl)-4-(4-fluorophenoxy)-5-[4-(methylsulfonyl)phenyl]-3(2H)-pyridazinone). Reaction SMILES: Br[C:2]1[CH:7]=[CH:6][CH:5]=[C:4]([Br:8])[CH:3]=1.[F:9][C:10]1[CH:33]=[CH:32][C:13]([O:14][C:15]2[C:16](=[O:31])[NH:17][N:18]=[CH:19][C:20]=2[C:21]2[CH:26]=[CH:25][C:24]([S:27]([CH3:30])(=[O:29])=[O:28])=[CH:23][CH:22]=2)=[CH:12][CH:11]=1.N>>[Br:8][C:4]1[CH:3]=[C:2]([N:17]2[C:16](=[O:31])[C:15]([O:14][C:13]3[CH:32]=[CH:33][C:10]([F:9])=[CH:11][CH:12]=3)=[C:20]([C:21]3[CH:26]=[CH:25][C:24]([S:27]([CH3:30])(=[O:28])=[O:29])=[CH:23][CH:22]=3)[CH:19]=[N:18]2)[CH:7]=[CH:6][CH:5]=1. Procedure details: The title compound was prepared according to Example 93, substituting 1,3-dibromobenzene in place of 4-bromothioanisole and 4-(4-fluorophenoxy)-5-[4-(methylsulfonyl)phenyl]-3(2H)-pyridazinone (Example 108A) in place of 4-(4-fluorophenyl)-5-[4-(methylsulfonyl)phenyl]-3(2H)-pyridazinone (yield: 260 mg, 50.5%). mp 208-210° C. 1H NMR (300 MHz, CDCl3) δ 3.09 (s, 3H), 6.89-7.04 (m, 4H), 7.34 (t, J=9 Hz, 1H), 7.53 (br d, J=9 Hz, 1H), 7.64 (br d, J=9 Hz, 1H), 7.82 (d, J=9 Hz, 2H), 7.87 (t, J=1.5 Hz, 1H)... Starting materials: C(C1=CC=CC=C1)OC(=O)N1[C@@H](C[C@@H]([C@H](C1)OCC=1C=CC2=C(N(CCO2)CCCOC)C1)C1=CC=C(C=C1)OC)CC(=O)O ((2S,4R,5R)-2-carboxymethyl-4-(4-methoxy-phenyl)-5-[4-(3-methoxy-propyl)-3,4-dihydro-2H-benzo[1,4]oxazin-6-ylmethoxy]-piperidine-1 carboxylic acid benzyl ester), solution, O1CCCC1.B (borane tetrahydrofuran). Run in O1CCCC1 (tetrahydrofuran). Reaction conditions: time 2 hour. Yields the product C(C1=CC=CC=C1)OC(=O)N1[C@@H](C[C@@H]([C@H](C1)OCC=1C=CC2=C(N(CCO2)CCCOC)C1)C1=CC=C(C=C1)OC)CCO ((2S,4R,5R)-2-(2-Hydroxy-ethyl)-4-(4-methoxy-phenyl)-5-[4-(3-methoxy-propyl)-3,4-dihydro-2H-benzo[1,4]oxazin-6-ylmethoxy]-piperidine-1-carboxylic acid benzyl ester). RXN SMILES: [CH2:1]([O:8][C:9]([N:11]1[CH2:16][C@H:15]([O:17][CH2:18][C:19]2[CH:20]=[CH:21][C:22]3[O:27][CH2:26][CH2:25][N:24]([CH2:28][CH2:29][CH2:30][O:31][CH3:32])[C:23]=3[CH:33]=2)[C@@H:14]([C:34]2[CH:39]=[CH:38][C:37]([O:40][CH3:41])=[CH:36][CH:35]=2)[CH2:13][C@H:12]1[CH2:42][C:43](O)=[O:44])=[O:10])[C:2]1[CH:7]=[CH:6][CH:5]=[CH:4][CH:3]=1.O1CCCC1.B>O1CCCC1>[CH2:1]([O:8][C:9]([N:11]1[CH2:16][C@H:15]([O:17][CH2:18][C:19]2[CH:20]=[CH:21][C:22]3[O:27][CH2:26][CH2:25][N:24]([CH2:28][CH2:29][CH2:30][O:31][CH3:32])[C:23]=3[CH:33]=2)[C@@H:14]([C:34]2[CH:39]=[CH:38][C:37]([O:40][CH3:41])=[CH:36][CH:35]=2)[CH2:13][C@H:12]1[CH2:42][CH2:43][OH:44])=[O:10])[C:2]1[CH:7]=[CH:6][CH:5]=[CH:4][CH:3]=1 |f:1.2|. Reported procedure: To a solution of 0.10 g of (2S,4R,5R)-2-carboxymethyl-4-(4-methoxy-phenyl)-5-[4-(3-methoxy-propyl)-3,4-dihydro-2H-benzo[1,4]oxazin-6-ylmethoxy]-piperidine-1 carboxylic acid benzyl ester (from example 9b) in 8.0 ml of tetrahydrofuran are added 0.31 ml of a solution of borane tetrahydrofuran (1M) at 50° C. The reaction mixture is stirred for 2 hours at this temperature, allowed to cool to room temperature and quenched by addition of methanol. The mixture is concentrated under reduced pressure and ... Starting materials: C[Si](C)(C)C=[N+]=[N-], CO, CCOCC, CC(CO)(CO)C(=O)O. The product is COC(=O)C(C)(CO)CO. As a reaction SMILES: [CH3:10][Si:11]([CH:12]=[N+:13]=[N-:14])([CH3:15])[CH3:16].[CH3:17][OH:18].[CH3:19][CH2:20][O:21][CH2:22][CH3:23].[OH:1][CH2:2][C:3]([C:4](=[O:5])[OH:6])([CH3:7])[CH2:8][OH:9]>>[OH:1][CH2:2][C:3]([C:4](=[O:5])[O:6][CH3:10])([CH3:7])[CH2:8][OH:9]. The reactants are C(C)(C)(C)OC(=O)C(C=1C=C(C(=O)OC)C=CC1)NC (Methyl 3-[(t-butyloxycarbonyl)-N-methylaminomethyl]benzoate), [OH-].[Na+] (sodium hydroxide). Run in CO (methanol), CO (methanol). The product is C(C)(C)(C)OC(=O)C(C=1C=C(C(=O)O)C=CC1)NC (3-[(t-butyloxycarbonyl)-N-methylaminomethyl]benzoic acid). As a reaction SMILES: [C:1]([O:5][C:6]([CH:8]([NH:19][CH3:20])[C:9]1[CH:10]=[C:11]([CH:16]=[CH:17][CH:18]=1)[C:12]([O:14]C)=[O:13])=[O:7])([CH3:4])([CH3:3])[CH3:2].[OH-].[Na+]>CO>[C:1]([O:5][C:6]([CH:8]([NH:19][CH3:20])[C:9]1[CH:10]=[C:11]([CH:16]=[CH:17][CH:18]=1)[C:12]([OH:14])=[O:13])=[O:7])([CH3:4])([CH3:3])[CH3:2] |f:1.2|. Reported procedure: To a solution of the product from Step E (0.35 g) in methanol was added 5% sodium hydroxide. After stirring for 2 h the methanol was evaporated and the aqueous layer was adjusted to pH 3 with 2% potassium hydrogen sulfate. The aqueous layer was extracted with ethyl acetate several times. The ethyl acetate layer was washed with saturated sodium chloride, dried over magnesium sulfate, and concentrated in vacuo to yield the title compound. Reactants: C1CCOC1, C[Si](C)(C)N=C=O, C1COCCO1, O, ONCc1ccc(N2CCC3(CC2)OCCO3)cc1. Yields the product NC(=O)N(O)Cc1ccc(N2CCC3(CC2)OCCO3)cc1. Reaction SMILES: [CH2:27]1[O:28][CH2:29][CH2:30][CH2:31]1.[CH3:1][Si:2]([CH3:3])([CH3:4])[N:5]=[C:6]=[O:7].[O:32]1[CH2:33][CH2:34][O:35][CH2:36][CH2:37]1.[OH2:38].[OH:8][NH:9][CH2:10][c:11]1[cH:12][cH:13][c:14]([N:17]2[CH2:18][CH2:19][C:20]3([O:21][CH2:22][CH2:23][O:24]3)[CH2:25][CH2:26]2)[cH:15][cH:16]1>>[NH2:5][C:6](=[O:7])[N:9]([OH:8])[CH2:10][c:11]1[cH:12][cH:13][c:14]([N:17]2[CH2:18][CH2:19][C:20]3([O:21][CH2:22][CH2:23][O:24]3)[CH2:25][CH2:26]2)[cH:15][cH:16]1.